Dataset: the Open Reaction Database (ORD), a public repository of structured organic reaction records. Task: describe an organic reaction: reactants, conditions, products, and yield Reactants: C(C1=CC=CC=C1)(=O)C1=C(OC=C1)C(=O)O (3-benzoylfuran-2-carboxylic acid), NN (hydrazine). Run in [NH4+].[Cl-] (NH4Cl), CCOC(=O)C (EtOAc). Product: C1(=CC=CC=C1)C1=NN=C(C2=C1C=CO2)O (4-phenylfuro[3,2-d]pyridazin-7-ol). RXN SMILES: [C:1]([C:9]1[CH:13]=[CH:12][O:11][C:10]=1[C:14]([OH:16])=O)(=O)[C:2]1[CH:7]=[CH:6][CH:5]=[CH:4][CH:3]=1.[NH2:17][NH2:18]>[NH4+].[Cl-].CCOC(C)=O>[C:2]1([C:1]2[C:9]3[CH:13]=[CH:12][O:11][C:10]=3[C:14]([OH:16])=[N:18][N:17]=2)[CH:7]=[CH:6][CH:5]=[CH:4][CH:3]=1 |f:2.3|. Reported procedure: A brown solution of 3-benzoylfuran-2-carboxylic acid (0.770 g, 3.56 mmol) and anhydrous hydrazine (0.568 ml, 17.8 mmol) was heated to 100° C. in a sealed tube for approx. 72 h. The reaction was cooled, and diluted with sat'd aq. NH4Cl and EtOAc. The organic layer was washed with sat'd aq. NH4Cl and brine, and dried over anhydrous sodium sulfate, filtered, and concentrated in vacuo to give 4-phenylfuro[3,2-d]pyridazin-7-ol which was carried on without further purification. MS m/z=213 [M+H]+. Calc... Reactants: Cc1scc2c1Nc1ccccc1NC2=O, O=C(Cl)CCl, C1COCCO1. Product: Cc1scc2c1N(C(=O)CCl)c1ccccc1NC2=O. RXN SMILES: [CH3:1][c:2]1[s:3][cH:4][c:5]2[c:6]1[NH:7][c:8]1[c:9]([cH:13][cH:14][cH:15][cH:16]1)[NH:10][C:11]2=[O:12].[Cl:17][CH2:18][C:19](=[O:20])[Cl:21].[O:22]1[CH2:23][CH2:24][O:25][CH2:26][CH2:27]1>>[CH3:1][c:2]1[s:3][cH:4][c:5]2[c:6]1[N:7]([C:19]([CH2:18][Cl:17])=[O:20])[c:8]1[c:9]([cH:13][cH:14][cH:15][cH:16]1)[NH:10][C:11]2=[O:12].